From a dataset of the Open Reaction Database (ORD), a public repository of structured organic reaction records. describe an organic reaction: reactants, conditions, products, and yield Reactants: NC=1C=CC(=NC1)OC (5-amino-2-methoxypyridine), C(C)(C)[N-]C(C)C.[Li+] (lithium diisopropylamide), ClC1=NC(=NC(=N1)N1CCOCC1)N1C(=NC2=C1C=CC=C2OC)C(F)F (1-[4-chloro-6-(4-morpholinyl)-1,3,5-triazin-2-yl]-2-(difluoromethyl)-4-methoxy-1H-benzimidazole). Run in C1CCOC1 (THF), C1CCOC1 (THF), C(C)(=O)O (acetic acid), O (water). Reaction conditions: time 20 minute. Product: FC(C1=NC2=C(N1C1=NC(=NC(=N1)N1CCOCC1)NC=1C=NC(=CC1)OC)C=CC=C2OC)F (4-[2-(difluoromethyl)-4-methoxy-1H-benzimidazol-1-yl]-N-(6-methoxy-3-pyridinyl)-6-(4-morpholinyl)-1,3,5-triazin-2-amine). The yield is 3.4%. RXN SMILES: [NH2:1][C:2]1[CH:3]=[CH:4][C:5]([O:8][CH3:9])=[N:6][CH:7]=1.C([N-]C(C)C)(C)C.[Li+].Cl[C:19]1[N:24]=[C:23]([N:25]2[CH2:30][CH2:29][O:28][CH2:27][CH2:26]2)[N:22]=[C:21]([N:31]2[C:35]3[CH:36]=[CH:37][CH:38]=[C:39]([O:40][CH3:41])[C:34]=3[N:33]=[C:32]2[CH:42]([F:44])[F:43])[N:20]=1>C1COCC1.C(O)(=O)C.O>[F:44][CH:42]([F:43])[C:32]1[N:31]([C:21]2[N:22]=[C:23]([N:25]3[CH2:30][CH2:29][O:28][CH2:27][CH2:26]3)[N:24]=[C:19]([NH:1][C:2]3[CH:7]=[N:6][C:5]([O:8][CH3:9])=[CH:4][CH:3]=3)[N:20]=2)[C:35]2[CH:36]=[CH:37][CH:38]=[C:39]([O:40][CH3:41])[C:34]=2[N:33]=1 |f:1.2|. Procedure details: To a solution of 0.310 g (2.50 mmol) of 5-amino-2-methoxypyridine in THF (3 mL) at 0° C. was added 1.35 mL of lithium diisopropylamide (2 M solution in benzene/heptanes/THF), and the mixture was stirred for 20 min. A solution of 0.240 g (0.61 mmol) of 1-[4-chloro-6-(4-morpholinyl)-1,3,5-triazin-2-yl]-2-(difluoromethyl)-4-methoxy-1H-benzimidazole in THF (5 mL) was added, and the resulting mixture was stirred for 1 hr at RT. After neutralization with acetic acid, the mixture was diluted with water... The reactants are ClC1=C(C=CC=C1)C1=NNC=C1 (3-(2-chlorophenyl)-1H-pyrazole), BrBr (bromine), BrBr (bromine). The solvent is C(C)(=O)O (acetic acid), C(C)(=O)O (acetic acid), C(C)(=O)O (acetic acid), C(Cl)Cl (methylene chloride). Yields the product ClC1=C(C=CC=C1)C1=NNC=C1Br (3-(2'-chlorophenyl)-4-bromo-1H-pyrazole). Yield: 65.3%. RXN SMILES: [Cl:1][C:2]1[CH:7]=[CH:6][CH:5]=[CH:4][C:3]=1[C:8]1[CH:12]=[CH:11][NH:10][N:9]=1.[Br:13]Br>C(O)(=O)C.C(Cl)Cl>[Cl:1][C:2]1[CH:7]=[CH:6][CH:5]=[CH:4][C:3]=1[C:8]1[C:12]([Br:13])=[CH:11][NH:10][N:9]=1. Reported procedure: 3.5 g of 3-(2-chlorophenyl)-1H-pyrazole, prepared as in Example 9, are dissolved, at room temperature and with stirring, in 20 ml of acetic acid. A solution of 3.76 g (0.0235 mol) of bromine in 20 ml of acetic acid is then run dropwise into the reaction mixture. Stirring is maintained for 1 hour at room temperature and then the acetic acid and the excess bromine are driven off under reduced pressure. The residue is taken up in methylene chloride and this organic solution is washed with an aqueou...